Task: describe an organic reaction: reactants, conditions, products, and yield. Dataset: the Open Reaction Database (ORD), a public repository of structured organic reaction records Starting materials: C1(=CC=CC=C1)S(=O)(=O)CC1=CC=C(C(=C1C(=O)OCC)O)C1=COC=C1 (ethyl 6-(benzenesulphonylmethyl)-3-(furan-3-yl)-2-hydroxybenzoate), BrC=1C(=C(C(=O)OC)C(=CC1)CS(=O)(=O)N1CC(CC1)O)OC (methyl 3-bromo-6-(3-hydroxypyrrolidin-1-ylsulphonylmethyl)-2-methoxybenzoate), BrC=1C(=C(C(=O)OC)C(=CC1)CS(=O)(=O)N1CC(CC1)O)OC (methyl 3-bromo-6-(3-hydroxypyrrolidin-1-ylsulphonylmethyl)-2-methoxybenzoate). The product is O1C=C(C=C1)C=1C(=C(C(=O)OC)C(=CC1)CS(=O)(=O)N1CC(CC1)O)OC (Methyl 3-(furan-3-yl)-6-(3-hydroxypyrrolidin-1-ylsulphonylmethyl)-2-methoxybenzoate). As a reaction SMILES: C1(S(CC2C(C(OCC)=O)=C(O)C([C:23]3[CH:27]=[CH:26][O:25][CH:24]=3)=CC=2)(=O)=O)C=CC=CC=1.Br[C:29]1[C:30]([O:49][CH3:50])=[C:31]([C:36]([CH2:39][S:40]([N:43]2[CH2:47][CH2:46][CH:45]([OH:48])[CH2:44]2)(=[O:42])=[O:41])=[CH:37][CH:38]=1)[C:32]([O:34][CH3:35])=[O:33]>>[O:25]1[CH:26]=[CH:27][C:23]([C:29]2[C:30]([O:49][CH3:50])=[C:31]([C:36]([CH2:39][S:40]([N:43]3[CH2:47][CH2:46][CH:45]([OH:48])[CH2:44]3)(=[O:42])=[O:41])=[CH:37][CH:38]=2)[C:32]([O:34][CH3:35])=[O:33])=[CH:24]1. Reported procedure: Prepared by proceeding in a similar manner to Intermediate 36, starting from methyl 3-bromo-6-(3-hydroxypyrrolidin-1-ylsulphonylmethyl)-2-methoxybenzoate (Intermediate 166). Reactants: C=O (formaldehyde), [OH-].[Na+] (sodium hydroxide), C(C1=CC=CC=C1)O[C@@H]1[C@H](O[C@@]([C@@H]([C@H]1OCC1=CC=CC=C1)OCC1=CC=CC=C1)(OC)C1=CC(=C(C=C1)Cl)CC1=CC=C(C=C1)OCC(F)F)C=O ((2S,3S,4S,5R,6S)-3,4,5-tribenzyloxy-6-[4-chloro-3-[[4-(2,2-difluoro-ethoxy)phenyl]methyl]phenyl]-6-methoxy-tetrahydropyran-2-carbaldehyde). Solvent: O1CCOCC1 (1,4-dioxane). Reaction conditions: temperature 70 celsius, time 25 hour. Yields the product C(C1=CC=CC=C1)O[C@@H]1[C@](O[C@@]([C@@H]([C@H]1OCC1=CC=CC=C1)OCC1=CC=CC=C1)(OC)C1=CC(=C(C=C1)Cl)CC1=CC=C(C=C1)OCC(F)F)(C=O)CO ((2S,3S,4S,5R,6S)-3,4,5-tribenzyloxy-6-[4-chloro-3-[[4-(2,2-difluoroethoxy)phenyl]methyl]phenyl]-2-(hydroxymethyl)-6-methoxy-tetrahydropyran-2-carbaldehyde). As a reaction SMILES: [CH2:1]([O:8][C@H:9]1[C@H:14]([O:15][CH2:16][C:17]2[CH:22]=[CH:21][CH:20]=[CH:19][CH:18]=2)[C@@H:13]([O:23][CH2:24][C:25]2[CH:30]=[CH:29][CH:28]=[CH:27][CH:26]=2)[C@@:12]([C:33]2[CH:38]=[CH:37][C:36]([Cl:39])=[C:35]([CH2:40][C:41]3[CH:46]=[CH:45][C:44]([O:47][CH2:48][CH:49]([F:51])[F:50])=[CH:43][CH:42]=3)[CH:34]=2)([O:31][CH3:32])[O:11][C@@H:10]1[CH:52]=[O:53])[C:2]1[CH:7]=[CH:6][CH:5]=[CH:4][CH:3]=1.[CH2:54]=[O:55].[OH-].[Na+]>O1CCOCC1>[CH2:1]([O:8][C@H:9]1[C@H:14]([O:15][CH2:16][C:17]2[CH:22]=[CH:21][CH:20]=[CH:19][CH:18]=2)[C@@H:13]([O:23][CH2:24][C:25]2[CH:30]=[CH:29][CH:28]=[CH:27][CH:26]=2)[C@@:12]([C:33]2[CH:38]=[CH:37][C:36]([Cl:39])=[C:35]([CH2:40][C:41]3[CH:42]=[CH:43][C:44]([O:47][CH2:48][CH:49]([F:50])[F:51])=[CH:45][CH:46]=3)[CH:34]=2)([O:31][CH3:32])[O:11][C@:10]1([CH2:54][OH:55])[CH:52]=[O:53])[C:2]1[CH:3]=[CH:4][CH:5]=[CH:6][CH:7]=1 |f:2.3|. Procedure details: (2S,3S,4S,5R,6S)-3,4,5-tribenzyloxy-6-[4-chloro-3-[[4-(2,2-difluoroethoxy)phenyl]methyl]phenyl]-6-methoxy-tetrahydropyran-2-carbaldehyde 12i (1.10 g, 1.48 mmol) was dissolved in 20 mL 1,4-dioxane, followed by addition of 2.5 mL of 37% formaldehyde solution and dropwise addition of 4 mL of 2.9 M sodium hydroxide solution. The reaction mixture was stirred for 25 hours at 70° C. Thereafter, the reaction mixture was concentrated under reduced pressure before 20 mL water and 10 mL saturated sodium ch... The yield is 44.0%. Procedure: H2O2  (30%  in  H2O;  153  μL,  1.5  mmol)  was  added  dropwise  over  5  min  to  a  stirred  solution of 4-(2,4-dichlorophenylamino)-6,7-dimethoxyquinoline-3-carbonitrile 4c (187 mg, 0.5 mmol), concentrated  H2SO4  (80  μL,  1.5  mmol),  1-Boc-3-(iodo)azetidine  (282  mg,  1.0  mmol)  and  iron(II)  sulfate heptahydrate (42 mg, 0.15 mmol) in DMSO (5 mL) at 50 °C. After 1-2 min a further portion of iron(II) sulfate heptahydrate (50 mg, 0.18 mmol) was added and the mixture was stirred at 50 °C ... Run in O, O=S(C)C. Product: N#CC=1C(=NC=2C=C(OC)C(OC)=CC2C1NC3=CC=C(Cl)C=C3Cl)C4CN(C(=O)OC(C)(C)C)C4. Conditions: temperature 50 celsius, time 1.1 hour. Reactants: N#CC1=CN=C2C=C(OC)C(OC)=CC2=C1NC3=CC=C(Cl)C=C3Cl, O=C(OC(C)(C)C)N1CC(I)C1. The reagents and catalysts are O=S(=O)(O)O, OO, [Fe].O=S(=O)(O)O.O. The reactants are ClC1=C(C=CC=C1Cl)C=1N(C=C(N1)I)C1=CC=C(C=C1)C1=CC(=CC=C1)S(=O)(=O)C (2-(2,3-di-chlorophenyl)-4-iodo-1-(3′-(methylsulfonyl)biphenyl-4-yl)-1H-imidazole), crude product, [O-]S(=O)(=O)[O-].[Na+].[Na+] (Na2SO4), S1C=C(C=C1)B(O)O (thiophen-3-ylboronic acid), C([O-])([O-])=O.[K+].[K+] (potassium carbonate). Reagents/catalysts: C1=CC=C(C=C1)P([C-]2C=CC=C2)C3=CC=CC=C3.C1=CC=C(C=C1)P([C-]2C=CC=C2)C3=CC=CC=C3.Cl[Pd]Cl.[Fe+2].C(Cl)Cl (PdCl2(dppf) CH2Cl2). Run in CCOC(=O)C (EtOAc), COCCOC (1,2-dimethoxyethane). Reaction conditions: temperature 120 celsius. Product: ClC1=C(C=CC=C1Cl)C=1N(C=C(N1)C1=CSC=C1)C1=CC=C(C=C1)C1=CC(=CC=C1)S(=O)(=O)C (2-(2,3-dichlorophenyl)-1-(3′-(methylsulfonyl)biphenyl-4-yl)-4-(thiophen-3-yl)-1H-imidazole). As a reaction SMILES: [Cl:1][C:2]1[C:7]([Cl:8])=[CH:6][CH:5]=[CH:4][C:3]=1[C:9]1[N:10]([C:15]2[CH:20]=[CH:19][C:18]([C:21]3[CH:26]=[CH:25][CH:24]=[C:23]([S:27]([CH3:30])(=[O:29])=[O:28])[CH:22]=3)=[CH:17][CH:16]=2)[CH:11]=[C:12](I)[N:13]=1.[S:31]1[CH:35]=[CH:34][C:33](B(O)O)=[CH:32]1.C(=O)([O-])[O-].[K+].[K+].[O-]S([O-])(=O)=O.[Na+].[Na+]>COCCOC.CCOC(C)=O.C1C=CC(P(C2C=CC=CC=2)[C-]2C=CC=C2)=CC=1.C1C=CC(P(C2C=CC=CC=2)[C-]2C=CC=C2)=CC=1.Cl[Pd]Cl.[Fe+2].C(Cl)Cl>[Cl:1][C:2]1[C:7]([Cl:8])=[CH:6][CH:5]=[CH:4][C:3]=1[C:9]1[N:10]([C:15]2[CH:20]=[CH:19][C:18]([C:21]3[CH:26]=[CH:25][CH:24]=[C:23]([S:27]([CH3:30])(=[O:29])=[O:28])[CH:22]=3)=[CH:17][CH:16]=2)[CH:11]=[C:12]([C:33]2[CH:34]=[CH:35][S:31][CH:32]=2)[N:13]=1 |f:2.3.4,5.6.7,10.11.12.13.14|. Procedure details: Into a 5 mL microwave vial was weighed 220 mg (0.39 mmol) of 2-(2,3-di-chlorophenyl)-4-iodo-1-(3′-(methylsulfonyl)biphenyl-4-yl)-1H-imidazole, 108 mg (0.84 mmol) of thiophen-3-ylboronic acid 25 mg (31 μmol) of PdCl2(dppf)-CH2Cl2. The mixture was taken up in 1,2-dimethoxyethane (2 mL), and treated with 400 μL (0.1.4 mmol) of 3.5M aqueous potassium carbonate. The mixture was heated in the Biotage Initiator microwave reactor for 30 minutes at 120° C. LC/MS at this time showed a large peak for the p... Starting materials: CCO, O=C1N=C(Nc2cc([N+](=O)[O-])ccc2Cl)SC1=Cc1ccc2ncccc2c1. Yields the product Nc1ccc(Cl)c(NC2=NC(=O)C(=Cc3ccc4ncccc4c3)S2)c1. Reaction SMILES: [CH3:29][CH2:30][OH:31].[Cl:1][c:2]1[c:3]([NH:11][C:12]2=[N:16][C:15](=[O:17])[C:14](=[CH:18][c:19]3[cH:20][c:21]4[cH:22][cH:23][cH:24][n:25][c:26]4[cH:27][cH:28]3)[S:13]2)[cH:4][c:5]([N+:8]([O-:9])=[O:10])[cH:6][cH:7]1>>[Cl:1][c:2]1[c:3]([NH:11][C:12]2=[N:16][C:15](=[O:17])[C:14](=[CH:18][c:19]3[cH:20][c:21]4[cH:22][cH:23][cH:24][n:25][c:26]4[cH:27][cH:28]3)[S:13]2)[cH:4][c:5]([NH2:8])[cH:6][cH:7]1. Reactants: IC=1C=C(C=O)C=CC1 (3-iodobenzaldehyde), C(C)OC(CC(=O)COCC)=O (γ-ethoxyacetoacetic acid ethyl ester), C(C)OC(\C=C(\C)/N)=O (β-aminocrotonic acid ethyl ester). Solvent: C(C)O (ethanol). Product: C(C)OC(=O)C1=C(NC(=C(C1C1=CC(=CC=C1)I)C(=O)OCC)C)COCC (2-ethoxymethyl-6-methyl-4-(3'-iodophenyl)-1,4-dihydropyridine-3,5-dicarboxylic acid diethyl ester). Yield: 60.0%. As a reaction SMILES: [I:1][C:2]1[CH:3]=[C:4]([CH:7]=[CH:8][CH:9]=1)[CH:5]=O.[CH2:10]([O:12][C:13](=[O:21])[CH2:14][C:15]([CH2:17][O:18][CH2:19][CH3:20])=O)[CH3:11].[CH2:22]([O:24][C:25](=[O:30])/[CH:26]=[C:27](\[NH2:29])/[CH3:28])[CH3:23]>C(O)C>[CH2:10]([O:12][C:13]([C:14]1[CH:5]([C:4]2[CH:7]=[CH:8][CH:9]=[C:2]([I:1])[CH:3]=2)[C:26]([C:25]([O:24][CH2:22][CH3:23])=[O:30])=[C:27]([CH3:28])[NH:29][C:15]=1[CH2:17][O:18][CH2:19][CH3:20])=[O:21])[CH3:11]. Procedure details: A solution of 5.8 g of 3-iodobenzaldehyde, 4.4 g of γ-ethoxyacetoacetic acid ethyl ester and 3.3 g of β-aminocrotonic acid ethyl ester in 30 ml of ethanol is heated to the boil overnight and is then cooled. After cooling, 2-ethoxymethyl-6-methyl-4-(3'-iodophenyl)-1,4-dihydropyridine-3,5-dicarboxylic acid diethyl ester is obtained in a yield of 60% of theory in the form of light yellow crystals which melt at 124°C. The reactants are [N+](=O)([O-])C=1C=C2C(CCOC2=CC1)=O (6-nitro-2,3-dihydro-4H-chromen-4-one), NN (hydrazine). Reagents/catalysts: [Ni] (Raney nickel). Run in C(C)O (ethanol). Conditions: time 8 hour. Product: NC=1C=C2C(CCOC2=CC1)=O (6-Amino-2,3-dihydro-4H-chromen-4-one). Yield: 75.0%. As a reaction SMILES: [N+:1]([C:4]1[CH:5]=[C:6]2[C:11](=[CH:12][CH:13]=1)[O:10][CH2:9][CH2:8][C:7]2=[O:14])([O-])=O.NN>[Ni].C(O)C>[NH2:1][C:4]1[CH:5]=[C:6]2[C:11](=[CH:12][CH:13]=1)[O:10][CH2:9][CH2:8][C:7]2=[O:14]. Reported procedure: Under an inert atmosphere, a mixture of 6-nitro-2,3-dihydro-4H-chromen-4-one (5.4 g, 28 mmol), ethanol (250 mL), Raney nickel (1.5 g) and anhydrous hydrazine (8.8 mL, 0.28 mol) is stirred at ambient temperature overnight and filtered. The clear filtrate is concentrated to near dryness in vacuo. The resultant residue is treated with 6N hydrochloric acid and heated at reflux temperature for 1 hour, cooled in an ice bath, rendered basic with sodium bicarbonate and extracted with ethyl acetate. The ... Reactants: N1=CC=C(C=C1)C(=O)[C@@H]1[C@@H](CCCC1)C(=O)O (Cis-2-(4-pyridylcarbonyl)cyclohexanecarboxylic acid). Solvent: [OH-].[Na+] (sodium hydroxide). Reaction conditions: temperature 20 celsius, time 16 hour. Product: N1=CC=C(C=C1)C(=O)[C@H]1[C@H](CCCC1)C(=O)O ((1S,2R)-2-(4-pyridylcarbonyl)-cyclohexanecarboxylic acid). Reaction SMILES: [N:1]1[CH:6]=[CH:5][C:4]([C:7]([C@H:9]2[CH2:14][CH2:13][CH2:12][CH2:11][C@H:10]2[C:15]([OH:17])=[O:16])=[O:8])=[CH:3][CH:2]=1>[OH-].[Na+]>[N:1]1[CH:6]=[CH:5][C:4]([C:7]([C@@H:9]2[CH2:14][CH2:13][CH2:12][CH2:11][C@@H:10]2[C:15]([OH:17])=[O:16])=[O:8])=[CH:3][CH:2]=1 |f:1.2|. Procedure: Cis-2-(4-pyridylcarbonyl)cyclohexanecarboxylic acid was dissolved in 10% sodium hydroxide (300 mL) and stirred at 20° C. for 16 h. The aqueous solution was extracted with diethyl ether (200 mL) and then acidified to pH=4 by addition of 6 M hydrochloric acid. The resulting precipitate was collected and recrystallized from hot water, to give (1S,2R)-2-(4-pyridylcarbonyl)-cyclohexanecarboxylic acid, as a white solid (4.8 g, 40% from cis-1,2-cyclohexanedicarboxylic anhydride). The reactants are BrB(Br)Br, COc1cccc2c1C(=O)N1CCN(C(=O)OC(C)(C)C)CC21, CC(C)(C)OC(=O)OC(=O)OC(C)(C)C, CCOC(C)=O, ClCCl. Product: CC(C)(C)OC(=O)N1CCN2C(=O)c3c(O)cccc3C2C1. RXN SMILES: [B:24]([Br:25])([Br:26])[Br:27].[C:1]([CH3:2])([CH3:3])([CH3:4])[O:5][C:6](=[O:7])[N:8]1[CH2:9][CH:10]2[N:11]([C:12](=[O:21])[c:13]3[c:14]([O:19][CH3:20])[cH:15][cH:16][cH:17][c:18]32)[CH2:22][CH2:23]1.[CH3:28][C:29]([O:30][C:31]([O:32][C:33]([O:34][C:35]([CH3:36])([CH3:37])[CH3:38])=[O:39])=[O:40])([CH3:41])[CH3:42].[CH3:46][CH2:47][O:48][C:49](=[O:50])[CH3:51].[Cl:43][CH2:44][Cl:45]>>[C:1]([CH3:2])([CH3:3])([CH3:4])[O:5][C:6](=[O:7])[N:8]1[CH2:9][CH:10]2[N:11]([C:12](=[O:21])[c:13]3[c:14]([OH:19])[cH:15][cH:16][cH:17][c:18]32)[CH2:22][CH2:23]1.